This data is from the Open Reaction Database (ORD), a public repository of structured organic reaction records. The task is: describe an organic reaction: reactants, conditions, products, and yield Reactants: P12(=S)SP3(=S)SP(=S)(S1)SP(=S)(S2)S3 (phosphorus pentasulfide), C(CC)(=O)N (Propionamide), C(C)(=O)OCCC(C(C)=O)Cl (5-acetoxy-3-chloro-2-pentanone). The solvent is C1CCOC1 (THF). Yields the product C(C)C=1SC(=C(N1)C)CCO (2-(2-ethyl-4-methyl-thiazol-5-yl)-ethanol). Isolated yield 146.0%. Reaction SMILES: [C:1]([NH2:5])(=O)[CH2:2][CH3:3].P12(SP3(SP(SP(S3)(S1)=S)(=S)S2)=S)=[S:7].C([O:23][CH2:24][CH2:25][CH:26](Cl)[C:27](=O)[CH3:28])(=O)C>C1COCC1>[CH2:2]([C:1]1[S:7][C:26]([CH2:25][CH2:24][OH:23])=[C:27]([CH3:28])[N:5]=1)[CH3:3]. Procedure: Propionamide (20 grams, 0.27 moles) and dried THF (150 grams) were added to a 500 ml three-neck flask equipped with a mechanical stirrer, a condenser and a thermometer. The mixture was stirred and 18 grams of phosphorus pentasulfide (0.08 moles) were added over a time period of 30 minutes while keeping the temperature between 20–25° C. The reaction mixture was then refluxed for 2 hours and was thereafter cooled to room temperature. 57.8 grams of 5-acetoxy-3-chloro-2-pentanone were then added, ov... Reactants: O (water), N1=CC=C(C=C1)N1CCNCC1 (N-(4-pyridyl)piperazine), FC1=CC=C(C#N)C=C1 (4-fluorobenzonitrile), C([O-])([O-])=O.[K+].[K+] (potassium carbonate). The solvent is CS(=O)C (DMSO). Yields the product C(#N)C1=CC=C(C=C1)N1CCN(CC1)C1=CC=NC=C1 (1-(4-cyanophenyl)-4-(4-pyridyl)piperazine). The yield is 47.4%. RXN SMILES: [N:1]1[CH:6]=[CH:5][C:4]([N:7]2[CH2:12][CH2:11][NH:10][CH2:9][CH2:8]2)=[CH:3][CH:2]=1.F[C:14]1[CH:21]=[CH:20][C:17]([C:18]#[N:19])=[CH:16][CH:15]=1.C(=O)([O-])[O-].[K+].[K+].O>CS(C)=O>[C:18]([C:17]1[CH:20]=[CH:21][C:14]([N:10]2[CH2:9][CH2:8][N:7]([C:4]3[CH:5]=[CH:6][N:1]=[CH:2][CH:3]=3)[CH2:12][CH2:11]2)=[CH:15][CH:16]=1)#[N:19] |f:2.3.4|. Procedure details: A solution of N-(4-pyridyl)piperazine (9.78 g), 4-fluorobenzonitrile (7.26 g) and powdered potassium carbonate(10 g) was stirred at 100° C. in DMSO (100 ml) overnight. The solution was poured into water (500 ml) to give a precipitate which was filtered and washed with water. The crude solid was dried in a vacuum oven overnight then dissolved in dichloromethane and purified by flash chromatography on alumina (ICN Alumina N 32-63) using an increasing concentration of ethyl acetate in dichlorometha... The reactants are ClC1=CC(=NC2=CC=C(C=C12)F)C1=CC=C(C=C1)Cl (4-chloro-2-(4-chlorophenyl)-6-fluoroquinoline), N1CCC(C(=O)N)CC1 (isonipecotamide), C1(=CC=CC=C1)O (phenol). The product is ClC1=CC=C(C=C1)C1=NC2=CC=C(C=C2C(=C1)N1CCC(CC1)C(=O)N)F (1-[2(4-Chlorophenyl)-6-fluoro 4-quinolinyl]-4-piperidinecarboxamide). Reaction SMILES: Cl[C:2]1[C:11]2[C:6](=[CH:7][CH:8]=[C:9]([F:12])[CH:10]=2)[N:5]=[C:4]([C:13]2[CH:18]=[CH:17][C:16]([Cl:19])=[CH:15][CH:14]=2)[CH:3]=1.[NH:20]1[CH2:28][CH2:27][CH:23]([C:24]([NH2:26])=[O:25])[CH2:22][CH2:21]1.C1(O)C=CC=CC=1>O>[Cl:19][C:16]1[CH:17]=[CH:18][C:13]([C:4]2[CH:3]=[C:2]([N:20]3[CH2:28][CH2:27][CH:23]([C:24]([NH2:26])=[O:25])[CH2:22][CH2:21]3)[C:11]3[C:6](=[CH:7][CH:8]=[C:9]([F:12])[CH:10]=3)[N:5]=2)=[CH:14][CH:15]=1. Solvent: O (water). Isolated yield 90.3%. Procedure: A mixture of 4.4 g (15 mmol) of 4-chloro-2-(4-chlorophenyl)-6-fluoroquinoline, 3.9 g (30 mmol) of isonipecotamide, and 6 g of phenol was stirred and heated in an oil bath at 165°-180° for 2 hr. It was then cooled and diluted with 100 ml of water. Crystallization was induced by scratching. The solid was collected and washed with ether to give 5.2 g of crude product, mp 258°-260° dec. Recrystallization from pyridine/water gave off-white needles, mp 259°-261°. Starting materials: C1CCOC1, N#Cc1cnc(Cl)s1, [H-], Nc1ccccn1, [Na+]. The product is N#Cc1cnc(Nc2ccccn2)s1. Reaction SMILES: [CH2:18]1[O:19][CH2:20][CH2:21][CH2:22]1.[Cl:10][c:11]1[s:12][c:13]([C:16]#[N:17])[cH:14][n:15]1.[H-:2].[NH2:3][c:4]1[n:5][cH:6][cH:7][cH:8][cH:9]1.[Na+:1]>>[NH:3]([c:4]1[n:5][cH:6][cH:7][cH:8][cH:9]1)[c:11]1[s:12][c:13]([C:16]#[N:17])[cH:14][n:15]1.